This data is from the Open Reaction Database (ORD), a public repository of structured organic reaction records. The task is: describe an organic reaction: reactants, conditions, products, and yield The reactants are C[C@H](CCC(=O)O)[C@H]1CC[C@@H]2[C@@]1(CC[C@H]3[C@H]2[C@@H](C[C@H]4[C@@]3(CC[C@H](C4)O)C)O)C (CDCA), O1CCCC1 (tetrahydrofuran), C(=O)O (Formic acid). The reagents and catalysts are HClO4. Product: C(=O)O[C@H]1C[C@H]2C[C@H]([C@H]3[C@@H]4CC[C@H]([C@@H](CCC(=O)O)C)[C@]4(CC[C@@H]3[C@]2(CC1)C)C)OC=O (3α,7α-diformyloxy-5β-cholan-24-oic acid). Isolated yield 96.0%. Reaction SMILES: [CH3:1][C@@H:2]([C@@H:8]1[C@@:12]2([CH3:28])[CH2:13][CH2:14][C@@H:15]3[C@@:20]4([CH3:26])[CH2:21][CH2:22][C@@H:23]([OH:25])[CH2:24][C@H:19]4[CH2:18][C@@H:17]([OH:27])[C@H:16]3[C@@H:11]2[CH2:10][CH2:9]1)[CH2:3][CH2:4][C:5]([OH:7])=[O:6].[CH:29]([OH:31])=O.[O:32]1CCC[CH2:33]1>>[CH:33]([O:25][C@@H:23]1[CH2:22][CH2:21][C@@:20]2([CH3:26])[C@H:19]([CH2:18][C@@H:17]([O:27][CH:29]=[O:31])[C@@H:16]3[C@@H:15]2[CH2:14][CH2:13][C@@:12]2([CH3:28])[C@H:11]3[CH2:10][CH2:9][C@@H:8]2[C@H:2]([CH3:1])[CH2:3][CH2:4][C:5]([OH:7])=[O:6])[CH2:24]1)=[O:32]. Procedure: CDCA (II) (15.0 g, 38.27 mmol) was dissolved in 83 ml of tetrahydrofuran and treated with 18 drops of 70% HClO4. Formic acid (50 ml) was then added dropwise in 40 min and the resulting mixture was reacted at 54° C. for 8 h. The mixture was then concentrated under vacuum and the residue was taken up in water. The white precipitate was filtered, washed several times with water, triturated in water at 5° C. for 20 min, and dried under high vacuum to obtain 16.5 g (36.83 mmol, 96%) of pure compound ... Reactants: O=C([O-])O, CCOC(CCn1ccnc1)OCC, CCOC(CCCl)OCC, [Cl-], Cl, [H-], [Na+], [Na+], [Na+], c1c[nH]cn1. Yields the product O=CCCn1ccnc1. As a reaction SMILES: [C:32](=[O:33])([OH:34])[O-:35].[CH2:1]([O:3][CH:4]([O:2][CH2:12][CH3:13])[CH2:5][CH2:6][n:7]1[cH:8][n:9][cH:10][cH:11]1)[CH3:14].[CH2:20]([O:21][CH:22]([O:23][CH2:24][CH3:25])[CH2:26][CH2:27][Cl:28])[CH3:29].[Cl-:38].[ClH:39].[H-:30].[Na+:31].[Na+:36].[Na+:37].[nH:15]1[cH:16][cH:17][n:18][cH:19]1>>[O:3]=[CH:4][CH2:5][CH2:6][n:7]1[cH:8][n:9][cH:10][cH:11]1. Procedure details: According to a similar method described in Working Example 36, to a solution of 1-(4-diisopropylaminomethylbenzoyl)-4-(7-methoxynaphthalene-2-sulfonyl)piperazine (150 mg) in CH2Cl2 (6 ml) was added dropwise at 0° C. a solution of 3.5 M BBr3 in CH2Cl2 (0.18 ml), and the solution was stirred at room temperature for 1 hour. To the reaction solution was added sodium bicarbonate solution and the organic layer was separated, dried and concentrated to give a colorless solid of the title compound (119 m... Run at time 1 hour. Reaction SMILES: [CH:1]([N:4]([CH2:8][C:9]1[CH:37]=[CH:36][C:12]([C:13]([N:15]2[CH2:20][CH2:19][N:18]([S:21]([C:24]3[CH:33]=[CH:32][C:31]4[C:26](=[CH:27][C:28]([O:34]C)=[CH:29][CH:30]=4)[CH:25]=3)(=[O:23])=[O:22])[CH2:17][CH2:16]2)=[O:14])=[CH:11][CH:10]=1)[CH:5]([CH3:7])[CH3:6])([CH3:3])[CH3:2].B(Br)(Br)Br.C(=O)(O)[O-].[Na+]>C(Cl)Cl>[CH:1]([N:4]([CH2:8][C:9]1[CH:37]=[CH:36][C:12]([C:13]([N:15]2[CH2:16][CH2:17][N:18]([S:21]([C:24]3[CH:33]=[CH:32][C:31]4[C:26](=[CH:27][C:28]([OH:34])=[CH:29][CH:30]=4)[CH:25]=3)(=[O:23])=[O:22])[CH2:19][CH2:20]2)=[O:14])=[CH:11][CH:10]=1)[CH:5]([CH3:7])[CH3:6])([CH3:2])[CH3:3] |f:2.3|. Reactants: C(C)(C)N(C(C)C)CC1=CC=C(C(=O)N2CCN(CC2)S(=O)(=O)C2=CC3=CC(=CC=C3C=C2)OC)C=C1 (1-(4-diisopropylaminomethylbenzoyl)-4-(7-methoxynaphthalene-2-sulfonyl)piperazine), B(Br)(Br)Br (BBr3), C([O-])(O)=O.[Na+] (sodium bicarbonate). Product: C(C)(C)N(C(C)C)CC1=CC=C(C(=O)N2CCN(CC2)S(=O)(=O)C2=CC3=CC(=CC=C3C=C2)O)C=C1 (1-(4-Diisopropylaminomethylbenzoyl)-4-(7-hydroxynaphthalene-2-sulfonyl)piperazine). Run in C(Cl)Cl (CH2Cl2), C(Cl)Cl (CH2Cl2). Yield: 81.5%. Starting materials: C(C)(C)(C)OC(=O)NC(CC(=O)O)(C)C (3-t-butoxycarbonylamino-3-methylbutanoic acid), NC1C(NC2=C(CC1)C=CC(=C2)OC)=O (3-Amino-8-methoxy-2,3,4,5-tetrahydro-1H-1-benzazepin-2-one), C21H31N3O5. Product: C(C)(C)(C)OC(=O)NC(CC(=O)NC1C(NC2=C(CC1)C=CC(=C2)OC)=O)(C)C (3-t-Butoxycarbonylamino-3-methyl-N-[8-methoxy-2,3,4,5-tetrahydro-2-oxo-1H-1-benzazepin -3-yl]-butanamide). Reaction SMILES: [C:1]([O:5][C:6]([NH:8][C:9]([CH3:15])([CH3:14])[CH2:10][C:11]([OH:13])=O)=[O:7])([CH3:4])([CH3:3])[CH3:2].[NH2:16][CH:17]1[CH2:23][CH2:22][C:21]2[CH:24]=[CH:25][C:26]([O:28][CH3:29])=[CH:27][C:20]=2[NH:19][C:18]1=[O:30]>>[C:1]([O:5][C:6]([NH:8][C:9]([CH3:15])([CH3:14])[CH2:10][C:11]([NH:16][CH:17]1[CH2:23][CH2:22][C:21]2[CH:24]=[CH:25][C:26]([O:28][CH3:29])=[CH:27][C:20]=2[NH:19][C:18]1=[O:30])=[O:13])=[O:7])([CH3:2])([CH3:3])[CH3:4]. Procedure: Prepared from 3-t-butoxycarbonylamino-3-methylbutanoic acid (Example 31, Step E) and the amine obtained in Step D by the procedure described in Example 1, Step F. 1H NMR (200MHz, CDCl3): 1.44 (s,6H), 1.50 (s,9H), 1.80 (m,1H), 2.80 (m,5H), 3.86 (2,3H), 4.62 (m,1H), 6.62 (d,2Hz,1H), 6.76 (dd;2,8Hz;1H), 7.20 (d,8Hz,1H). FAB-MS: calculated for C21H31N3O5 405; found 406 (M+H,42%).